This data is from the Open Reaction Database (ORD), a public repository of structured organic reaction records. The task is: describe an organic reaction: reactants, conditions, products, and yield The yield is 34.0%. Procedure: 2-(7-{8-[5-Chloro-2-(2,2-difluoro-ethoxy)-phenyl]-[1,2,4]triazolo[1,5-a]pyridin-2-ylamino}-1,2,4,5-tetrahydro-3-benzazepin-3-yl)-N,N-dimethyl-acetamide was prepared from {8-[5-chloro-(2,2-difluoro-ethoxy)-phenyl]-[1,2,4]triazolo[1,5-a]pyridin-2-yl}-(2,3,4,5-tetrahydro-1H-3-benzazepin-7yl)-amine (0.075 g, 0.160 mmol) and 2-chloro-N,N-dimethyl-acetamide (0.025 mL, 0.239 mmol) in a manner analogous to Example 313 to give product (0.030 g, 34%). MP=190-191° C. 1H NMR (400 MHz, (D3C)2SO, δ, ppm): 9.5... The product is ClC=1C=CC(=C(C1)C=1C=2N(C=CC1)N=C(N2)NC2=CC1=C(CCN(CC1)CC(=O)N(C)C)C=C2)OCC(F)F (2-(7-{8-[5-Chloro-2-(2,2-difluoro-ethoxy)-phenyl]-[1,2,4]triazolo[1,5-a]pyridin-2-ylamino}-1,2,4,5-tetrahydro-3-benzazepin-3-yl)-N,N-dimethyl-acetamide), product. The reactants are ClC=1C=CC(=C(C1)C=1C=2N(C=CC1)N=C(N2)NC2=CC1=C(CCNCC1)C=C2)OCC(F)F ({8-[5-chloro-(2,2-difluoro-ethoxy)-phenyl]-[1,2,4]triazolo[1,5-a]pyridin-2-yl}-(2,3,4,5-tetrahydro-1H-3-benzazepin-7yl)-amine), ClCC(=O)N(C)C (2-chloro-N,N-dimethyl-acetamide). RXN SMILES: [Cl:1][C:2]1[CH:3]=[CH:4][C:5]([O:29][CH2:30][CH:31]([F:33])[F:32])=[C:6]([C:8]2[C:9]3[N:10]([N:14]=[C:15]([NH:17][C:18]4[CH:28]=[CH:27][C:21]5[CH2:22][CH2:23][NH:24][CH2:25][CH2:26][C:20]=5[CH:19]=4)[N:16]=3)[CH:11]=[CH:12][CH:13]=2)[CH:7]=1.Cl[CH2:35][C:36]([N:38]([CH3:40])[CH3:39])=[O:37]>>[Cl:1][C:2]1[CH:3]=[CH:4][C:5]([O:29][CH2:30][CH:31]([F:33])[F:32])=[C:6]([C:8]2[C:9]3[N:10]([N:14]=[C:15]([NH:17][C:18]4[CH:28]=[CH:27][C:21]5[CH2:22][CH2:23][N:24]([CH2:35][C:36]([N:38]([CH3:40])[CH3:39])=[O:37])[CH2:25][CH2:26][C:20]=5[CH:19]=4)[N:16]=3)[CH:11]=[CH:12][CH:13]=2)[CH:7]=1. Starting materials: O=C1SC(C(N1)=O)CC1=CC=C(OCC(=O)NC2=C(C=C(C=C2)OC2=C(C=CC=C2)N2CCCCC2)N(C(OC(C)(C)C)=O)C)C=C1 (t-Butyl N-{2-[4-(2,4-dioxothiazolidine 5-ylmethyl)phenoxyacetylamino]-5-[2-(piperidin-1-yl)phenoxy]phenyl}-N-methylcarbamate), Cl.O1CCOCC1 (hydrogen chloride dioxane). Conditions: time 19 hour. The product is Cl.Cl.CN1C(=NC2=C1C=C(C=C2)OC2=C(C=CC=C2)N2CCCCC2)COC2=CC=C(CC1C(NC(S1)=O)=O)C=C2 (5-{4-(1-Methyl-6-[2-(piperidin-1-yl)phenoxy]-1H-benzimidazole-2-ylmethoxy)benzyl}thiazolidine-2,4-dione dihydrochloride). RXN SMILES: [O:1]=[C:2]1[NH:6][C:5](=[O:7])[CH:4]([CH2:8][C:9]2[CH:47]=[CH:46][C:12]([O:13][CH2:14][C:15]([NH:17][C:18]3[CH:23]=[CH:22][C:21]([O:24][C:25]4[CH:30]=[CH:29][CH:28]=[CH:27][C:26]=4[N:31]4[CH2:36][CH2:35][CH2:34][CH2:33][CH2:32]4)=[CH:20][C:19]=3[N:37]([CH3:45])C(=O)OC(C)(C)C)=O)=[CH:11][CH:10]=2)[S:3]1.[ClH:48].O1CCOCC1>>[ClH:48].[ClH:48].[CH3:45][N:37]1[C:19]2[CH:20]=[C:21]([O:24][C:25]3[CH:30]=[CH:29][CH:28]=[CH:27][C:26]=3[N:31]3[CH2:36][CH2:35][CH2:34][CH2:33][CH2:32]3)[CH:22]=[CH:23][C:18]=2[N:17]=[C:15]1[CH2:14][O:13][C:12]1[CH:46]=[CH:47][C:9]([CH2:8][CH:4]2[S:3][C:2](=[O:1])[NH:6][C:5]2=[O:7])=[CH:10][CH:11]=1 |f:1.2,3.4.5|. Procedure: A mixture of t-Butyl N-{2-[4-(2,4-dioxothiazolidine 5-ylmethyl)phenoxyacetylamino]-5-[2-(piperidin-1-yl)phenoxy]phenyl}-N-methylcarbamate (1.80 g) and 4N hydrogen chloride/dioxane (20 ml) was stirred at ambient temperature for 19 hours. The solvent of the reaction mixture was evaporated to dryness. Ethyl acetate was added to the residue and insoluble product was collected by filtration and subjected to reversed-phase high performance liquid chromatography using acetonitrile/water=1/1 as the elua... The reactants are C1(CCCCC1)P(C1=C(C=CC=C1)C1=C(C=CC=C1OC)OC)C1CCCCC1 (2-dicyclohexylphosphino-2′,6′-dimethoxy-1,1′-biphenyl), P(=O)([O-])([O-])[O-].[K+].[K+].[K+] (potassium phosphate), C(C)C(CC)(C1=CC(=C(C=C1)B1OC(C(O1)(C)C)(C)C)C)C1=CC(=C(C=C1)/C=C/C(C(F)(F)F)(O)C(F)(F)F)C ((E)-4-(4-{1-ethyl-1-[3-methyl-4-(4,4,5,5-tetramethyl-[1,3,2]dioxaborolan-2-yl)-phenyl]-propyl}-2-methyl-phenyl)-1,1,1-trifluoro-2-trifluoromethyl-3-buten-2-ol), COC(CC1=CC(=CC=C1)Br)=O ((3-bromo-phenyl)acetic acid methyl ester). Reagents/catalysts: C(C)(=O)[O-].[Pd+2].C(C)(=O)[O-] (Palladium acetate). Solvent: C1(=CC=CC=C1)C (toluene), O (water). Conditions: temperature 100 celsius, time 30 minute. The product is COC(CC=1C=C(C=CC1)C1=C(C=C(C=C1)C(CC)(C1=CC(=C(C=C1)\C=C\C(C(F)(F)F)(C(F)(F)F)O)C)CC)C)=O ((4′-{1-ethyl-1-[3-methyl-4-((E)-4,4,4-trifluoro-3-hydroxy-3-trifluoromethyl-1-butenyl)-phenyl]-propyl}-2′-methyl-biphenyl-3-yl)-acetic Acid Methyl Ester). The yield is 30.9%. RXN SMILES: C1(P(C2CCCCC2)C2C=CC=CC=2C2C(OC)=CC=CC=2OC)CCCCC1.P([O-])([O-])([O-])=O.[K+].[K+].[K+].[CH2:38]([C:40]([C:59]1[CH:64]=[CH:63][C:62](/[CH:65]=[CH:66]/[C:67]([C:73]([F:76])([F:75])[F:74])([OH:72])[C:68]([F:71])([F:70])[F:69])=[C:61]([CH3:77])[CH:60]=1)([C:43]1[CH:48]=[CH:47][C:46](B2OC(C)(C)C(C)(C)O2)=[C:45]([CH3:58])[CH:44]=1)[CH2:41][CH3:42])[CH3:39].[CH3:78][O:79][C:80](=[O:89])[CH2:81][C:82]1[CH:87]=[CH:86][CH:85]=[C:84](Br)[CH:83]=1>C1(C)C=CC=CC=1.C([O-])(=O)C.[Pd+2].C([O-])(=O)C.O>[CH3:78][O:79][C:80](=[O:89])[CH2:81][C:82]1[CH:83]=[C:84]([C:46]2[CH:47]=[CH:48][C:43]([C:40]([CH2:41][CH3:42])([C:59]3[CH:64]=[CH:63][C:62](/[CH:65]=[CH:66]/[C:67]([OH:72])([C:73]([F:75])([F:76])[F:74])[C:68]([F:71])([F:70])[F:69])=[C:61]([CH3:77])[CH:60]=3)[CH2:38][CH3:39])=[CH:44][C:45]=2[CH3:58])[CH:85]=[CH:86][CH:87]=1 |f:1.2.3.4,8.9.10|. Procedure details: Palladium acetate (3.6 mg, 0.016 mmol), 2-dicyclohexylphosphino-2′,6′-dimethoxy-1,1′-biphenyl (13.1 mg, 0.032 mmol), potassium phosphate (51 mg, 0.24 mmol) and water (0.04 mL) were added to a solution of (E)-4-(4-{1-ethyl-1-[3-methyl-4-(4,4,5,5-tetramethyl-[1,3,2]dioxaborolan-2-yl)-phenyl]-propyl}-2-methyl-phenyl)-1,1,1-trifluoro-2-trifluoromethyl-3-buten-2-ol (Example 26-(5); 40 mg, 0.070 mmol) and (3-bromo-phenyl)acetic acid methyl ester (Tetrahedron Letters 44 (2003) 331-334; 28 mg, 0.122 mmo...